Dataset: the Open Reaction Database (ORD), a public repository of structured organic reaction records. Task: describe an organic reaction: reactants, conditions, products, and yield Starting materials: O=C(O)c1ccc(Br)c([N+](=O)[O-])c1, O=S(Cl)Cl. The product is O=C(Cl)c1ccc(Br)c([N+](=O)[O-])c1. RXN SMILES: [Br:1][c:2]1[c:3]([N+:11](=[O:12])[O-:13])[cH:4][c:5]([C:6](=[O:7])[OH:8])[cH:9][cH:10]1.[S:14]([Cl:15])([Cl:16])=[O:17]>>[Br:1][c:2]1[c:3]([N+:11](=[O:12])[O-:13])[cH:4][c:5]([C:6](=[O:7])[Cl:16])[cH:9][cH:10]1. Starting materials: Cl (HCl), CCO (EtOH), C(C)(C)(C)OC(=O)N1C[C@H](CC1)[C@@H](C(CC)CC)O ((S)-3-((R)-2-Ethyl-1-hydroxybutyl)pyrrolidine-1-carboxylic acid t-butyl ester), CN(C)C=O (DMF), [H-].[Na+] (Sodium hydride), [H-].[Na+] (sodium hydride), ClC1=C(C(=CC=C1)F)Cl (1,2-Dichloro-3-fluorobenzene). Reaction conditions: time 15 minute. Yields the product ClC1=C(O[C@H](C(CC)CC)[C@@H]2CNCC2)C=CC=C1Cl ((S)-3-[(R)-1-(2,3-Dichlorophenoxy)-2-ethylbutyl]pyrrolidine), mono-TFA. Isolated yield 97.0%. As a reaction SMILES: C(OC([N:8]1[CH2:12][CH2:11][C@H:10]([C@H:13]([OH:19])[CH:14]([CH2:17][CH3:18])[CH2:15][CH3:16])[CH2:9]1)=O)(C)(C)C.CN(C=O)C.[H-].[Na+].[Cl:27][C:28]1[CH:33]=[CH:32][CH:31]=[C:30](F)[C:29]=1[Cl:35].Cl.CCO>>[Cl:27][C:28]1[C:29]([Cl:35])=[CH:30][CH:31]=[CH:32][C:33]=1[O:19][C@@H:13]([C@H:10]1[CH2:11][CH2:12][NH:8][CH2:9]1)[CH:14]([CH2:15][CH3:16])[CH2:17][CH3:18] |f:2.3|. Procedure details: (S)-3-((R)-2-Ethyl-1-hydroxybutyl)pyrrolidine-1-carboxylic acid t-butyl ester (28 mg, 0.1 mmol) was dissolved in DMF (380 μL, 4.9 mmol). 60% Sodium hydride in oil (0.4:0.6, sodium hydride:mineral oil, 18.6 mg, 310 μmol) was slowly added, and the resulting mixture was stirred at room temperature for 15 minutes. 1,2-Dichloro-3-fluorobenzene (23.8 μL, 206 μmol) was added and the mixture was stirred at 70° C. for 3 hours. The mixture was concentrated, treated with 1.25M HCl in EtOH (578 μL, 722 μmol... The reactants are ClCC(CC1=C2CCCCC2=CC2=C1OC(=CC2=O)C(=O)O)O (10-(3-Chloro-2-hydroxyprop-1-yl)-6,7,8,9-tetrahydro-4-oxo-4H-naphtho[2,3-b]pyran-2-carboxylic acid), C([O-])(O)=O.[Na+] (sodium bicarbonate). Solvent: O (water). Yields the product ClCC(CC1=C2CCCCC2=CC2=C1OC(=CC2=O)C(=O)[O-])O.[Na+] (Sodium 10-(3-chloro-2-hydroxyprop-1-yl)-6,7,8,9-tetrahydro-4-oxo-4H-naphtho[2,3-b]pyran-2-carboxylate). Reaction SMILES: [Cl:1][CH2:2][CH:3]([OH:23])[CH2:4][C:5]1[C:14]2[O:15][C:16]([C:20]([OH:22])=[O:21])=[CH:17][C:18](=[O:19])[C:13]=2[CH:12]=[C:11]2[C:6]=1[CH2:7][CH2:8][CH2:9][CH2:10]2.C(=O)(O)[O-].[Na+:28]>O>[Cl:1][CH2:2][CH:3]([OH:23])[CH2:4][C:5]1[C:14]2[O:15][C:16]([C:20]([O-:22])=[O:21])=[CH:17][C:18](=[O:19])[C:13]=2[CH:12]=[C:11]2[C:6]=1[CH2:7][CH2:8][CH2:9][CH2:10]2.[Na+:28] |f:1.2,4.5|. Procedure: To a suspension of the acid from step (a) (1.474 g) in water (30 ml) was added sodium bicarbonate (0.368 g) and the resulting solution was freeze-dried. The solid obtained was dried in vacuo to give the required salt, 1.4 g (89%). The reactants are CCCCCCCCCCCCCCCCCN=C=O, OCCCO, ClCCl, ClC(Cl)Cl, O. Yields the product CCCCCCCCCCCCCCCCCNC(=O)OCCCO. RXN SMILES: [CH2:1]([CH2:2][CH2:3][CH2:4][CH2:5][CH2:6][CH2:7][CH2:8][CH2:9][CH2:10][CH2:11][CH2:12][CH2:13][CH2:14][CH2:15][CH2:16][CH3:17])[N:18]=[C:19]=[O:20].[CH2:26]([CH2:27][CH2:28][OH:29])[OH:30].[CH2:31]([Cl:32])[Cl:33].[CH:22]([Cl:23])([Cl:24])[Cl:25].[OH2:21]>>[CH2:1]([CH2:2][CH2:3][CH2:4][CH2:5][CH2:6][CH2:7][CH2:8][CH2:9][CH2:10][CH2:11][CH2:12][CH2:13][CH2:14][CH2:15][CH2:16][CH3:17])[NH:18][C:19](=[O:20])[O:29][CH2:28][CH2:27][CH2:26][OH:30]. Starting materials: FC1=C(C(=CC=C1)F)N1C(NCC2=C1N=C(N=C2C=2C=C(C=CC2C)NC(=O)C2=CSC=C2)S(=O)C)=O (N-{3-[8-(2,6-difluorophenyl)-2-(methylsulfinyl)-7-oxo-5,6,7,8-tetrahydropyrimido[4,5-d]pyrimidin-4-yl]-4-methylphenyl}-3-thiophenecarboxamide), NC1CCNCC1 (4-aminopiperidine). The solvent is CN(C)C=O (DMF). Conditions: time 17 hour. Product: [NH4+].[OH-] (NH4OH), NC1CCN(CC1)C=1N=C(C2=C(N(C(NC2)=O)C2=C(C=CC=C2F)F)N1)C=1C=C(C=CC1C)NC(=O)C1=CSC=C1 (N-{3-[2-(4-amino-1-piperidinyl)-8-(2,6-difluorophenyl)-7-oxo-5,6,7,8-tetrahydropyrimido[4,5-d]pyrimidin-4-yl]-4-methylphenyl}-3-thiophenecarboxamide). Reaction SMILES: [F:1][C:2]1[CH:7]=[CH:6][CH:5]=[C:4]([F:8])[C:3]=1[N:9]1[C:14]2[N:15]=[C:16](S(C)=O)[N:17]=[C:18]([C:19]3[CH:20]=[C:21]([NH:26][C:27]([C:29]4[CH:33]=[CH:32][S:31][CH:30]=4)=[O:28])[CH:22]=[CH:23][C:24]=3[CH3:25])[C:13]=2[CH2:12][NH:11][C:10]1=[O:37].[NH2:38][CH:39]1[CH2:44][CH2:43][NH:42][CH2:41][CH2:40]1>CN(C=O)C>[NH4+:9].[OH-:28].[NH2:38][CH:39]1[CH2:44][CH2:43][N:42]([C:16]2[N:17]=[C:18]([C:19]3[CH:20]=[C:21]([NH:26][C:27]([C:29]4[CH:33]=[CH:32][S:31][CH:30]=4)=[O:28])[CH:22]=[CH:23][C:24]=3[CH3:25])[C:13]3[CH2:12][NH:11][C:10](=[O:37])[N:9]([C:3]4[C:2]([F:1])=[CH:7][CH:6]=[CH:5][C:4]=4[F:8])[C:14]=3[N:15]=2)[CH2:41][CH2:40]1 |f:3.4|. Procedure details: The compound N-{3-[8-(2,6-difluorophenyl)-2-(methylsulfinyl)-7-oxo-5,6,7,8-tetrahydropyrimido[4,5-d]pyrimidin-4-yl]-4-methylphenyl}-3-thiophenecarboxamide, (0.027 g, 0.05 mmol) was dissolved in DMF (4 mL) and 4-aminopiperidine (0.1 g, 1.0 mmol) was added. The mixture was stirred under argon at room temperature for 17 h. The solvents were pumped off in vacuo. The residue was flash chromatographed on silica gel (10 g) eluted with CH2Cl2 followed by 6:0.25:0.025, CH2Cl2:isopropanol:NH4OH and then b... Starting materials: CC(C)OC(=O)/N=N/C(=O)OC(C)C (DIAD), C(C)OC=1C=NC(=NC1)N1CCC(CC1)[C@@H]1[C@@H](C1)CCO (2-((1S,2R)-2-(1-(5-ethoxypyrimidin-2-yl)piperidin-4-yl)cyclopropyl)ethanol), BrC1=C(C=C(C=C1F)O)F (4-bromo-3,5-difluorophenol), C1(=CC=CC=C1)P(C1=CC=CC=C1)C1=CC=CC=C1 (triphenylphosphine). The solvent is C(Cl)Cl (DCM). Reaction conditions: temperature 0 celsius, time 3 hour. Yields the product BrC1=C(C=C(OCC[C@H]2[C@H](C2)C2CCN(CC2)C2=NC=C(C=N2)OCC)C=C1F)F (2-(4-{(1R,2S)-2-[2-(4-bromo-3,5-difluorophenoxy)ethyl]cyclopropyl}piperidin-1-yl)-5-ethoxypyrimidine). As a reaction SMILES: CC(OC(/N=N/C(OC(C)C)=O)=O)C.[CH2:15]([O:17][C:18]1[CH:19]=[N:20][C:21]([N:24]2[CH2:29][CH2:28][CH:27]([C@H:30]3[CH2:32][C@H:31]3[CH2:33][CH2:34][OH:35])[CH2:26][CH2:25]2)=[N:22][CH:23]=1)[CH3:16].[Br:36][C:37]1[C:42]([F:43])=[CH:41][C:40](O)=[CH:39][C:38]=1[F:45].C1(P(C2C=CC=CC=2)C2C=CC=CC=2)C=CC=CC=1>C(Cl)Cl>[Br:36][C:37]1[C:42]([F:43])=[CH:41][C:40]([O:35][CH2:34][CH2:33][C@@H:31]2[CH2:32][C@@H:30]2[CH:27]2[CH2:26][CH2:25][N:24]([C:21]3[N:22]=[CH:23][C:18]([O:17][CH2:15][CH3:16])=[CH:19][N:20]=3)[CH2:29][CH2:28]2)=[CH:39][C:38]=1[F:45]. Reported procedure: DIAD (2.45 mL, 12.6 mmol) was slowly added to a solution of 2-((1S,2R)-2-(1-(5-ethoxypyrimidin-2-yl)piperidin-4-yl)cyclopropyl)ethanol (2.45 g, 8.41 mmol), 4-bromo-3,5-difluorophenol (1.93 g, 9.25 mmol), and triphenylphosphine (3.31 g, 12.6 mmol) in DCM (30 mL) that had been cooled to 0° C. The ice bath was removed and the resulting mixture was stirred at rt for 3 hrs. The reaction mixture was diluted with DCM (20 mL) and washed with a 2 N NaOH solution (30 mL×1). The organic phase was dried ove...